This data is from the Open Reaction Database (ORD), a public repository of structured organic reaction records. The task is: describe an organic reaction: reactants, conditions, products, and yield Starting materials: CO (Methanol), C[Si](C)(C)I (Trimethylsilyl iodide), ONC([C@@H](CCCCNC(=O)OCC1=CC=CC=C1)NS(=O)(=O)N1CCN(CC1)C1=CC=C(C=C1)Cl)=O (N-hydroxy-6-(benzyloxycarbonyl)amino-2-(R)-{[4-(4-chlorophenyl)piperazine-1-sulfonyl]amino}hexanoamide), C[Si](C)(C)I (trimethylsilyl iodide). Solvent: C(C)#N (acetonitrile). The product is ONC([C@@H](CCCCN)NS(=O)(=O)N1CCN(CC1)C1=CC=C(C=C1)Cl)=O (N-hydroxy-6-amino-2-(R)-{[4-(4-chlorophenyl)piperazine-1-sulfonyl]amino}hexanoamide). Yield: 43.5%. RXN SMILES: C[Si](I)(C)C.[OH:6][NH:7][C:8](=[O:42])[C@H:9]([NH:25][S:26]([N:29]1[CH2:34][CH2:33][N:32]([C:35]2[CH:40]=[CH:39][C:38]([Cl:41])=[CH:37][CH:36]=2)[CH2:31][CH2:30]1)(=[O:28])=[O:27])[CH2:10][CH2:11][CH2:12][CH2:13][NH:14]C(OCC1C=CC=CC=1)=O.CO>C(#N)C>[OH:6][NH:7][C:8](=[O:42])[C@H:9]([NH:25][S:26]([N:29]1[CH2:30][CH2:31][N:32]([C:35]2[CH:36]=[CH:37][C:38]([Cl:41])=[CH:39][CH:40]=2)[CH2:33][CH2:34]1)(=[O:28])=[O:27])[CH2:10][CH2:11][CH2:12][CH2:13][NH2:14]. Reported procedure: Trimethylsilyl iodide (0.026 ml, 0.19 mmol) was added to a solution of N-hydroxy-6-(benzyloxycarbonyl)amino-2-(R)-{[4-(4-chlorophenyl)piperazine-1-sulfonyl]amino}hexanoamide (103 mg, 0.19 mmol) [prepared as described in Example 17, Step 3] in acetonitrile (2 ml) at 0° C. The reaction mixture was allowed to warm to RT, and additional trimethylsilyl iodide (0.47 mmol, 0.065 ml) was added in 0.5 equiv. portions over 2.5 h. Methanol (1.0 ml) was added and the reaction mixture was concentrated in vac...